Task: describe an organic reaction: reactants, conditions, products, and yield. Dataset: the Open Reaction Database (ORD), a public repository of structured organic reaction records Reactants: O (water), Cl.CC1=NN=NN1C1=CC=C(O[C@@H]2C(N(CC2)C2CCNCC2)=O)C=C1 ((S)-3-(4-(5-methyl-1H-tetrazol-1-yl)phenoxy)-1-(piperidin-4-yl)pyrrolidin-2-one hydrochloride salt), CCN(C(C)C)C(C)C (DIEA), ClC1=NC=C(C=N1)CC (2-chloro-5-ethylpyrimidine). The solvent is CCOC(=O)C (EtOAc), CN(C)C=O (DMF). Conditions: temperature 100 celsius. The product is C(C)C=1C=NC(=NC1)N1CCC(CC1)N1C([C@H](CC1)OC1=CC=C(C=C1)N1N=NN=C1C)=O ((S)-1-(1-(5-ethylpyrimidin-2-yl)piperidin-4-yl)-3-(4-(5-methyl-1H-tetrazol-1-yl)phenoxy)pyrrolidin-2-one). The yield is 16.9%. As a reaction SMILES: Cl.[CH3:2][C:3]1[N:7]([C:8]2[CH:26]=[CH:25][C:11]([O:12][C@H:13]3[CH2:17][CH2:16][N:15]([CH:18]4[CH2:23][CH2:22][NH:21][CH2:20][CH2:19]4)[C:14]3=[O:24])=[CH:10][CH:9]=2)[N:6]=[N:5][N:4]=1.CCN(C(C)C)C(C)C.Cl[C:37]1[N:42]=[CH:41][C:40]([CH2:43][CH3:44])=[CH:39][N:38]=1.O>CN(C=O)C.CCOC(C)=O>[CH2:43]([C:40]1[CH:39]=[N:38][C:37]([N:21]2[CH2:20][CH2:19][CH:18]([N:15]3[CH2:16][CH2:17][C@H:13]([O:12][C:11]4[CH:10]=[CH:9][C:8]([N:7]5[C:3]([CH3:2])=[N:4][N:5]=[N:6]5)=[CH:26][CH:25]=4)[C:14]3=[O:24])[CH2:23][CH2:22]2)=[N:42][CH:41]=1)[CH3:44] |f:0.1|. Procedure details: To a solution of (S)-3-(4-(5-methyl-1H-tetrazol-1-yl)phenoxy)-1-(piperidin-4-yl)pyrrolidin-2-one hydrochloride salt (128 mg, 0.198 mmol) and DIEA (0.173 mL, 0.99 mmol) in DMF (3 mL) was added 2-chloro-5-ethylpyrimidine (85 mg, 0.532 mmol). The reaction was heated to 100° C. for 4 hours and then poured into water (10 mL) and EtOAc (10 mL). The organic layer was separated and the aqueous layer extracted with EtOAc (2×5 mL). The combined organic layers were dried with MgSO4 and concentrated in vacu... Reactants: ClC1=C(C(=O)O)C=C(C=C1)O (2-chloro-5-hydroxybenzoic acid), B (borane). The solvent is C1CCOC1 (THF), C1CCOC1 (THF). Run at time 20 minute. Yields the product ClC1=C(C=C(C=C1)O)CO (4-Chloro-3-(hydroxymethyl)phenol), gum. Reaction SMILES: [Cl:1][C:2]1[CH:10]=[CH:9][C:8]([OH:11])=[CH:7][C:3]=1[C:4](O)=[O:5].B>C1COCC1>[Cl:1][C:2]1[CH:10]=[CH:9][C:8]([OH:11])=[CH:7][C:3]=1[CH2:4][OH:5]. Reported procedure: To a solution of 2-chloro-5-hydroxybenzoic acid (2.96 g, 17.2 mmol, Apin) in THF (60 ml) under nitrogen was slowly added 1 M borane in THF (30 ml, 30.0 mmol). The suspension was stirred for 20 minutes at ambient temperature. The mixture was refluxed at 80° C., under nitrogen for 3 h. The reaction mixture was allowed to cool to ambient temperature then carefully quenched using methanol (20 ml). The mixture was then refluxed for a further 1 h at 80° C. under nitrogen. The solvent was removed in va... The reactants are [N+](=O)([O-])C=1C=C(C=O)C=CC1 (m-nitrobenzaldehyde), CCOCC (Ether), [NH2-].[Na+] (Sodium amide), [Br-].C(=O)(OCC)CCCCCCCCCCC[P+](C1=CC=CC=C1)(C1=CC=CC=C1)C1=CC=CC=C1 (11-Carbethoxyundecyltriphenylphosphonium bromide). Solvent: O1CCCC1 (THF), O (H2O), O1CCCC1 (tetrahydrofuran). Conditions: temperature -30 celsius, time 30 minute. The product is compound 4, C(C)OC(CCCCCCCCCC=CC1=CC(=CC=C1)[N+](=O)[O-])=O (ethyl-12-(m-nitrophenyl)-11-dodecenoate). The yield is 42.3%. RXN SMILES: [NH2-].[Na+].[Br-].[C:4]([CH2:9][CH2:10][CH2:11][CH2:12][CH2:13][CH2:14][CH2:15][CH2:16][CH2:17][CH2:18]C[P+](C1C=CC=CC=1)(C1C=CC=CC=1)C1C=CC=CC=1)([O:6][CH2:7][CH3:8])=[O:5].[N+:39]([C:42]1[CH:43]=[C:44]([CH:47]=[CH:48][CH:49]=1)[CH:45]=O)([O-:41])=[O:40].CCOCC>O1CCCC1.O>[CH2:7]([O:6][C:4](=[O:5])[CH2:9][CH2:10][CH2:11][CH2:12][CH2:13][CH2:14][CH2:15][CH2:16][CH2:17][CH:18]=[CH:45][C:44]1[CH:47]=[CH:48][CH:49]=[C:42]([N+:39]([O-:41])=[O:40])[CH:43]=1)[CH3:8] |f:0.1,2.3|. Procedure details: Sodium amide (0.40 g, 9.74 mmol) was weighed directly into a flame-dried 50 ml round-bottomed flask filled with argon. 11-Carbethoxyundecyltriphenylphosphonium bromide (5.00 g, 9.0 mmol) was added followed by anhydrous tetrahydrofuran (THF, 15 ml). The mixture was cooled to -30° C. After the reaction mixture had stirred for 30 minutes at -30° C., a solution of m-nitrobenzaldehyde (1.4 g, 9.30 mmol) in anhydrous THF (5 ml) was added dropwise. The reaction mixture was allowed to warm to room tempe... Starting materials: Cc1nc(C(F)(F)F)ccc1CO, CC#N, CCOC(C)=O, O=C(OO)c1cccc(Cl)c1. Product: Cc1c(CO)ccc(C(F)(F)F)[n+]1[O-]. Reaction SMILES: [CH3:1][c:2]1[n:3][c:4]([C:10]([F:11])([F:12])[F:13])[cH:5][cH:6][c:7]1[CH2:8][OH:9].[CH3:25][C:26]#[N:27].[CH3:28][CH2:29][O:30][C:31]([CH3:32])=[O:33].[OH:14][O:15][C:16]([c:17]1[cH:18][c:19]([Cl:20])[cH:21][cH:22][cH:23]1)=[O:24]>>[CH3:1][c:2]1[n+:3]([O-:14])[c:4]([C:10]([F:11])([F:12])[F:13])[cH:5][cH:6][c:7]1[CH2:8][OH:9]. Starting materials: COC(=O)CC1c2ccccc2CN1C(=O)OC(C)(C)C, CO, [Na+], [OH-]. The product is CC(C)(C)OC(=O)N1Cc2ccccc2C1CC(=O)O. As a reaction SMILES: [C:1]([CH3:2])([CH3:3])([CH3:4])[O:5][C:6](=[O:7])[N:8]1[CH:9]([CH2:17][C:18](=[O:19])[O:20][CH3:21])[c:10]2[cH:11][cH:12][cH:13][cH:14][c:15]2[CH2:16]1.[CH3:24][OH:25].[Na+:23].[OH-:22]>>[C:1]([CH3:2])([CH3:3])([CH3:4])[O:5][C:6](=[O:7])[N:8]1[CH:9]([CH2:17][C:18](=[O:19])[OH:20])[c:10]2[cH:11][cH:12][cH:13][cH:14][c:15]2[CH2:16]1. Starting materials: C(CCCCCC)=O (n-Heptanal), OCC(O)CO (glycerol). Reagents/catalysts: [Pd] (Pd/C). Conditions: temperature 200 celsius, time 8 hour. Yields the product C(CCCCCC)=O.OCC(O)CO (n-Heptanal Glycerol). As a reaction SMILES: [CH:1](=[O:8])[CH2:2][CH2:3][CH2:4][CH2:5][CH2:6][CH3:7].[OH:9][CH2:10][CH:11]([CH2:13][OH:14])[OH:12]>[Pd]>[CH:1](=[O:8])[CH2:2][CH2:3][CH2:4][CH2:5][CH2:6][CH3:7].[OH:9][CH2:10][CH:11]([CH2:13][OH:14])[OH:12] |f:3.4|. Reported procedure: n-Heptanal (11.4 g, 14.0 ml, 0.1 mol), glycerol (92.09 g, 73.7 ml, 1 mol), and 10% Pd/C (5 wt %, 0.57 g) are charged to a Parr reactor, purged with nitrogen three times, heated to 200° C. with stirring and run at 1000 psi of hydrogen for 8 hrs. The reaction mixture forms two phases upon cooling. GC analysis of each phase shows complete consumption of n-heptanal. Bottom phase (glycerol): glycerol monoethers 3-heptoxy-1,2-propanediol and 2-heptoxy-1,2-propanediol (78.7%, ratio 7.7), glycerol dieth... Starting materials: N#CC1CCC(C2CCC(CCC=O)CC2)CC1, COC[P+](c1ccccc1)(c1ccccc1)c1ccccc1, COC(C)(C)C, [Cl-], O. Yields the product COC=CCCC1CCC(C2CCC(C#N)CC2)CC1. RXN SMILES: [C:24](#[N:25])[CH:26]1[CH2:27][CH2:28][CH:29]([CH:32]2[CH2:33][CH2:34][CH:35]([CH2:38][CH2:39][CH:40]=[O:41])[CH2:36][CH2:37]2)[CH2:30][CH2:31]1.[CH3:2][O:3][CH2:4][P+:5]([c:6]1[cH:7][cH:8][cH:9][cH:10][cH:11]1)([c:12]1[cH:13][cH:14][cH:15][cH:16][cH:17]1)[c:18]1[cH:19][cH:20][cH:21][cH:22][cH:23]1.[CH3:42][O:43][C:44]([CH3:45])([CH3:46])[CH3:47].[Cl-:1].[OH2:48]>>[CH3:2][O:3][CH:4]=[CH:40][CH2:39][CH2:38][CH:35]1[CH2:34][CH2:33][CH:32]([CH:29]2[CH2:28][CH2:27][CH:26]([C:24]#[N:25])[CH2:31][CH2:30]2)[CH2:37][CH2:36]1.